Dataset: the Open Reaction Database (ORD), a public repository of structured organic reaction records. Task: describe an organic reaction: reactants, conditions, products, and yield The reactants are C(CCC)C1=CC=C(C(=O)Cl)C=C1 (4-n-butylbenzoyl chloride), C(CCCCCCC)C1COC(OC1)C1=CC=C(C=C1)O (p-(5-n-octyl-1,3-dioxan-2-yl)phenol), C1=CC=CC=C1 (benzene), N1=CC=CC=C1 (pyridine). The solvent is O (water). Run at time 6 hour. Yields the product C(CCC)C1=CC=C(C(=O)OC2=CC=C(C=C2)C2OCC(CO2)CCCCCCCC)C=C1 (p-(5-n-octyl-1,3-dioxan-2-yl)phenyl p-n-butylbenzoate). The yield is 51.9%. RXN SMILES: [CH2:1]([C:5]1[CH:13]=[CH:12][C:8]([C:9](Cl)=[O:10])=[CH:7][CH:6]=1)[CH2:2][CH2:3][CH3:4].[CH2:14]([CH:22]1[CH2:27][O:26][CH:25]([C:28]2[CH:33]=[CH:32][C:31]([OH:34])=[CH:30][CH:29]=2)[O:24][CH2:23]1)[CH2:15][CH2:16][CH2:17][CH2:18][CH2:19][CH2:20][CH3:21].C1C=CC=CC=1.N1C=CC=CC=1>O>[CH2:1]([C:5]1[CH:13]=[CH:12][C:8]([C:9]([O:34][C:31]2[CH:30]=[CH:29][C:28]([CH:25]3[O:24][CH2:23][CH:22]([CH2:14][CH2:15][CH2:16][CH2:17][CH2:18][CH2:19][CH2:20][CH3:21])[CH2:27][O:26]3)=[CH:33][CH:32]=2)=[O:10])=[CH:7][CH:6]=1)[CH2:2][CH2:3][CH3:4]. Procedure: A mixture of 4-n-butylbenzoyl chloride (0.98 g. 0.005 m), p-(5-n-octyl-1,3-dioxan-2-yl)phenol (1.37 g, 0.005 m), benzene (40 ml) and pyridine (2 ml) was stirred at room temperature for six hours. The resulting reaction mixture was poured into cold water. The organic layer was separated and washed with diluted hydrochloric acid solution, diluted potassium hydroxide solution and water, then dried over anhydrous sodium sulfate. The solvent was evaporated and the residue was crystallized from ethano...